Dataset: the Open Reaction Database (ORD), a public repository of structured organic reaction records. Task: describe an organic reaction: reactants, conditions, products, and yield The reactants are C(C)(C)(C)OC(C=CC1=C(C=C(C=C1)C=CC(C1=CC=CC=C1)=O)OC)=O (3-[2-methoxy-4-(3-oxo-3-phenyl-propenyl)-phenyl]-acrylic acid tert-butyl ester), C(=O)(C(F)(F)F)O (TFA). Run in C(Cl)Cl (DCM). Reaction conditions: time 2 hour. Yields the product COC1=C(C=CC(=C1)C=CC(C1=CC=CC=C1)=O)C=CC(=O)O (3-[2-methoxy-4-(3-oxo-3-phenyl-propenyl)-phenyl]-acrylic acid). The yield is 100.8%. As a reaction SMILES: C([O:5][C:6](=[O:27])[CH:7]=[CH:8][C:9]1[CH:14]=[CH:13][C:12]([CH:15]=[CH:16][C:17](=[O:24])[C:18]2[CH:23]=[CH:22][CH:21]=[CH:20][CH:19]=2)=[CH:11][C:10]=1[O:25][CH3:26])(C)(C)C.C(O)(C(F)(F)F)=O>C(Cl)Cl>[CH3:26][O:25][C:10]1[CH:11]=[C:12]([CH:15]=[CH:16][C:17](=[O:24])[C:18]2[CH:19]=[CH:20][CH:21]=[CH:22][CH:23]=2)[CH:13]=[CH:14][C:9]=1[CH:8]=[CH:7][C:6]([OH:27])=[O:5]. Procedure: 3-[2-methoxy-4-(3-oxo-3-phenyl-propenyl)-phenyl]-acrylic acid tert-butyl ester (635 mg, 1.74 mmol) was dissolved in DCM (12 ml) and TFA (3 ml) was added to the resulting solution. After stirring for 2 h at room temperature the solvent was removed under vacuo giving 541 mg of 3-[2-methoxy-4-(3-oxo-3-phenyl-propenyl)-phenyl]-acrylic acid as yellow powder.